From a dataset of the Open Reaction Database (ORD), a public repository of structured organic reaction records. describe an organic reaction: reactants, conditions, products, and yield The reactants are C(C)(C)(C)OC(=O)NCC(=O)O (N-tert.butyloxycarbonyl glycine), Cl.C1(=CC=CC=C1)C(C1=CC=C(C=C1)C(F)(F)F)N (C-phenyl-C-(4-trifluoromethyl-phenyl)-methylamine hydrochloride). Yields the product Cl.NCC(=O)NC(C1=CC=C(C=C1)C(F)(F)F)C1=CC=CC=C1 (2-Amino-N-[phenyl-(4-trifluoromethyl-phenyl)-methyl]-acetamide hydrochloride). RXN SMILES: C(OC([NH:8][CH2:9][C:10](O)=[O:11])=O)(C)(C)C.[ClH:13].[C:14]1([CH:20]([NH2:31])[C:21]2[CH:26]=[CH:25][C:24]([C:27]([F:30])([F:29])[F:28])=[CH:23][CH:22]=2)[CH:19]=[CH:18][CH:17]=[CH:16][CH:15]=1>>[ClH:13].[NH2:8][CH2:9][C:10]([NH:31][CH:20]([C:14]1[CH:15]=[CH:16][CH:17]=[CH:18][CH:19]=1)[C:21]1[CH:26]=[CH:25][C:24]([C:27]([F:29])([F:30])[F:28])=[CH:23][CH:22]=1)=[O:11] |f:1.2,3.4|. Procedure: Prepared in analogy to example 3.1, starting from N-tert.butyloxycarbonyl glycine and C-phenyl-C-(4-trifluoromethyl-phenyl)-methylamine hydrochloride (CA [49703-60-8]). Yields the product CC1=C(C(=CC=C1)C)NCC(C)N (1-(2,6-dimethylphenyl-amino)-2-amino-propane). As a reaction SMILES: [Na].[CH3:2][C:3]1[CH:8]=[CH:7][CH:6]=[C:5]([CH3:9])[C:4]=1[N:10]([CH2:15][CH:16]([NH2:18])[CH3:17])S(C)(=O)=O>CO>[CH3:9][C:5]1[CH:6]=[CH:7][CH:8]=[C:3]([CH3:2])[C:4]=1[NH:10][CH2:15][CH:16]([NH2:18])[CH3:17] |^1:0|. Reported procedure: 6.1 g (0.27 g-atom) of metallic sodium are added in small portions, within about 2 hours, to a stirred solution of 10.25 g (40 mmoles) of 1-[N-(2,6-dimethylphenyl)-methanesulfonamido]-2-amino-propane in 200 ml of primary n-amyl-alcohol at 130°-135° C., and then the mixture is stirred at the same temperature for 15 minutes. The mixture is cooled, 10 ml of methanol are added dropwise, thereafter it is washed eight times with 50 ml of water, each, dried over anhydrous magnesium sulfate, filtered, a... Conditions: time 15 minute. Yield: 78.5%. Solvent: n-amyl-alcohol, CO (methanol). Starting materials: [Na] (sodium), CC1=C(C(=CC=C1)C)N(S(=O)(=O)C)CC(C)N (1-[N-(2,6-dimethylphenyl)-methanesulfonamido]-2-amino-propane).